This data is from the Open Reaction Database (ORD), a public repository of structured organic reaction records. The task is: describe an organic reaction: reactants, conditions, products, and yield The reactants are O1CCCC=C1 (3,4-Dihydro-2H-pyran), C([O-])(O)=O.[Na+] (sodium bicarbonate), BrC1=C(CO)C=CC=C1 (2-bromobenzylalcohol). The reagents and catalysts are C1(=CC=C(C=C1)S(=O)(=O)[O-])C.[NH+]1=CC=CC=C1 (Pyridinium p-toluenesulfonate). Run in ClCCl (dichloromethane). Yields the product BrC1=C(C=CC=C1)COC1OCCCC1 (1-bromo-2-(2-tetrahydropyranyloxymethyl)benzene). Yield: 99.1%. Reaction SMILES: [Br:1][C:2]1[CH:9]=[CH:8][CH:7]=[CH:6][C:3]=1[CH2:4][OH:5].[O:10]1[CH:15]=[CH:14][CH2:13][CH2:12][CH2:11]1.C(=O)(O)[O-].[Na+]>ClCCl.C1(C)C=CC(S([O-])(=O)=O)=CC=1.[NH+]1C=CC=CC=1>[Br:1][C:2]1[CH:9]=[CH:8][CH:7]=[CH:6][C:3]=1[CH2:4][O:5][CH:11]1[CH2:12][CH2:13][CH2:14][CH2:15][O:10]1 |f:2.3,5.6|. Procedure: Pyridinium p-toluenesulfonate (0.30 g, 0.0012 mol) was added to a solution of 2-bromobenzylalcohol (25 g, 0.134 mol) in dichloromethane (100 ml), and the mixture was stirred at room temperature. 3,4-Dihydro-2H-pyran (16.86 g, 0.20 mol) was added thereto. The mixture was stirred at room temperature for 2 hours. Then, saturated aqueous sodium bicarbonate solution (200 ml) was added, and the mixture was extracted with dichloromethane (200 ml). After drying over anhydrous magnesium sulfate, the solv... The reactants are C(CC)C1=NC2=C(N1CC1=CC=C(C=C1)C1=C(C=CC=C1)S(N)(=O)=O)C=C(C=C2C)C2=NC1=C(N2C)C=CC=C1 (4'-[(2-n-propyl-4-methyl-6-(1-methylbenzimidazol-2-yl)-benzimidazol-1-yl)-methyl]-2-sulphamoyl-biphenyl), N12CCCCCC2=NCCC1 (1,8-diazabicyclo-[5.4.0]undec-7-ene), C(C1=CC=CC=C1)(=O)O (benzoic acid), C(=O)(N1C=NC=C1)N1C=NC=C1 (carbonyldiimidazole), C(CC(O)(C(=O)O)CC(=O)O)(=O)O (citric acid). Run in O1CCCC1 (tetrahydrofuran), O1CCCC1 (tetrahydrofuran), C(C)(=O)OCC (ethyl acetate). Conditions: temperature 55 celsius. Yields the product C(CC)C1=NC2=C(N1CC1=CC=C(C=C1)C1=C(C=CC=C1)S(=O)(=O)NC(C1=CC=CC=C1)=O)C=C(C=C2C)C2=NC1=C(N2C)C=CC=C1 (4'-[(2-n-Propyl-4-methyl-6-(1-methylbenzimidazol-2-yl)-benzimidazol-1-yl)-methyl]-2-(benzoylaminosulphonyl)-biphenyl). RXN SMILES: [C:1]([OH:9])(=O)[C:2]1[CH:7]=[CH:6][CH:5]=[CH:4][CH:3]=1.C(N1C=CN=C1)(N1C=CN=C1)=O.[CH2:22]([C:25]1[N:29]([CH2:30][C:31]2[CH:36]=[CH:35][C:34]([C:37]3[CH:42]=[CH:41][CH:40]=[CH:39][C:38]=3[S:43](=[O:46])(=[O:45])[NH2:44])=[CH:33][CH:32]=2)[C:28]2[CH:47]=[C:48]([C:52]3[N:56]([CH3:57])[C:55]4[CH:58]=[CH:59][CH:60]=[CH:61][C:54]=4[N:53]=3)[CH:49]=[C:50]([CH3:51])[C:27]=2[N:26]=1)[CH2:23][CH3:24].N12CCCN=C1CCCCC2.C(O)(=O)CC(CC(O)=O)(C(O)=O)O>O1CCCC1.C(OCC)(=O)C>[CH2:22]([C:25]1[N:29]([CH2:30][C:31]2[CH:32]=[CH:33][C:34]([C:37]3[CH:42]=[CH:41][CH:40]=[CH:39][C:38]=3[S:43]([NH:44][C:1](=[O:9])[C:2]3[CH:3]=[CH:4][CH:5]=[CH:6][CH:7]=3)(=[O:45])=[O:46])=[CH:35][CH:36]=2)[C:28]2[CH:47]=[C:48]([C:52]3[N:56]([CH3:57])[C:55]4[CH:58]=[CH:59][CH:60]=[CH:61][C:54]=4[N:53]=3)[CH:49]=[C:50]([CH3:51])[C:27]=2[N:26]=1)[CH2:23][CH3:24]. Procedure: 145 mg of benzoic acid and 192 mg of carbonyldiimidazole are stirred in 1 ml of tetrahydrofuran for 2 hours at 50° C. To this is added a solution of 163 mg of 4'-[(2-n-propyl-4-methyl-6-(1-methylbenzimidazol-2-yl)-benzimidazol-1-yl)-methyl]-2-sulphamoyl-biphenyl, 0.133 ml of 1,8-diazabicyclo-[5.4.0]undec-7-ene and 1 ml of tetrahydrofuran and the mixture is maintained at 55° C. for 2.5 hours. Then 50 ml of ethyl acetate and 20 ml of 5% citric acid are added. The organic phase is dried with sodium...